Dataset: the Open Reaction Database (ORD), a public repository of structured organic reaction records. Task: describe an organic reaction: reactants, conditions, products, and yield Starting materials: ClCC1=NC=CC=C1CCl (2,3-bis(chloromethyl)pyridine), [H-].[K+] (potassium hydride), oil, C(C)OP(=O)(OCC)CS(=O)(=O)OCC (diethoxyphosphinyl methanesulfonic acid, ethyl ester). Solvent: CS(=O)C (DMSO), CS(=O)C (DMSO). Conditions: temperature 90 celsius. Product: C(C)OP(=O)(C1(C=C2C=CCNC2=C1)S(=O)(=O)OCC)OCC (Dihydro-6-diethoxyphosphinyl-1-pyrindine-6-sulfonic acid, ethyl ester). RXN SMILES: [H-].[K+].[CH2:3]([O:5][P:6]([CH2:11][S:12]([O:15][CH2:16][CH3:17])(=[O:14])=[O:13])([O:8][CH2:9][CH3:10])=[O:7])[CH3:4].Cl[CH2:19][C:20]1[C:25]([CH2:26]Cl)=[CH:24][CH:23]=[CH:22][N:21]=1>CS(C)=O>[CH2:3]([O:5][P:6]([O:8][CH2:9][CH3:10])([C:11]1([S:12]([O:15][CH2:16][CH3:17])(=[O:13])=[O:14])[CH:19]=[C:20]2[C:25]([CH:24]=[CH:23][CH2:22][NH:21]2)=[CH:26]1)=[O:7])[CH3:4] |f:0.1|. Procedure: To an ice bath chilled solution of 35% potassium hydride in mineral oil (5.0 mmol) stirring under argon DMSO (7 ml) is added a solution of diethoxyphosphinyl methanesulfonic acid, ethyl ester (2.5 mmol) [prepared as described in J. C. Carretero, et. al., Tetrahedron, Vol. 43, pp. 5125-5134 (No. 21) 1987] in DMSO (5 ml). On completion of a dropwise addition, the resulting solution is stirred at room temperature for one hour. A solution of 2,3-bis(chloromethyl)pyridine (2.5 mmol) [prepared as desc... Starting materials: S1(C[C@@H](N2[C@H]1CC2=O)C(=O)O)(=O)=O ((3S, 5R)-penam-3-carboxylic acid 1,1-dioxide), C(C)(C)N(CC)C(C)C (diisopropylethylamine), C(C(C)(C)C)(=O)OCCl (chloromethyl pivalate), [I-].[Na+] (sodium iodide). Run in CN(C=O)C (N,N-dimethylformamide), C(C)(=O)OCC (ethyl acetate), O (water). Run at temperature 0 celsius, time 30 minute. Yields the product S1(C[C@@H](N2[C@H]1CC2=O)C(=O)OCOC(C(C)(C)C)=O)(=O)=O (Pivaloyloxymethyl (3S, 5R)-penam-3-carboxylate 1,1-Dioxide). Reaction SMILES: [S:1]1(=[O:13])(=[O:12])[C@@H:5]2[CH2:6][C:7](=[O:8])[N:4]2[C@@H:3]([C:9]([OH:11])=[O:10])[CH2:2]1.C(N(C(C)C)CC)(C)C.[C:23]([O:29][CH2:30]Cl)(=[O:28])[C:24]([CH3:27])([CH3:26])[CH3:25].[I-].[Na+]>CN(C)C=O.C(OCC)(=O)C.O>[S:1]1(=[O:13])(=[O:12])[C@@H:5]2[CH2:6][C:7](=[O:8])[N:4]2[C@@H:3]([C:9]([O:11][CH2:30][O:29][C:23](=[O:28])[C:24]([CH3:27])([CH3:26])[CH3:25])=[O:10])[CH2:2]1 |f:3.4|. Procedure: To a stirred solution of 2.05 g of (3S, 5R)-penam-3-carboxylic acid 1,1-dioxide in 10 ml of N,N-dimethylformamide is added 1.30 g of diisopropylethylamine followed by 1.50 g of chloromethyl pivalate and 50 mg of sodium iodide at ca. 0° C. The reaction mixture is stirred at ca. 0° C. for 30 minutes and then at room temperature for 24 hours. The reaction mixture is then diluted with ethyl acetate and water and the pH of the aqueous phase is adjusted to 7.5. The ethyl acetate layer is separated and... Reactants: cyanohydrin, CS(=O)(=O)Cl (methane sulfonyl chloride), N1=CC=CC=C1 (pyridine), C(#N)C(C)([C@H]1CC[C@H]2[C@@H]3CCC4=CC(CC[C@]4(C)[C@H]3CC[C@]12C)=O)O (20-cyano-20-hydroxy-4-pregnene-3-one), CC(=O)[C@H]1CC[C@@H]2[C@@]1(CC[C@H]3[C@H]2CCC4=CC(=O)CC[C@]34C)C (progesterone), CC(=O)[C@H]1CC[C@@H]2[C@@]1(CC[C@H]3[C@H]2CCC4=CC(=O)CC[C@]34C)C (progesterone), CC(=O)[C@H]1CC[C@@H]2[C@@]1(CC[C@H]3[C@H]2CCC4=CC(=O)CC[C@]34C)C (progesterone). The reagents and catalysts are C(C)N(CC)CC (triethylamine). Solvent: O (Water), CC(C#N)(O)C (acetone cyanohydrin). Run at time 1 hour. The product is C(#N)C(C)=C1CC[C@H]2[C@@H]3CCC4=CC(CC[C@]4(C)[C@H]3CC[C@]12C)=O (20-cyano-4,17(20)-pregnadien-3-one). RXN SMILES: [C:1]([C:3](O)([C@@H:5]1[C@:22]2([CH3:23])[C@H:8]([C@H:9]3[C@H:19]([CH2:20][CH2:21]2)[C@:17]2([CH3:18])[C:12](=[CH:13][C:14](=[O:24])[CH2:15][CH2:16]2)[CH2:11][CH2:10]3)[CH2:7][CH2:6]1)[CH3:4])#[N:2].CC([C@@H]1[C@@]2(C)CC[C@@H]3[C@]4(C)C(=CC(CC4)=O)CC[C@H]3[C@@H]2CC1)=O.CS(Cl)(=O)=O.N1C=CC=CC=1>CC(C)(O)C#N.C(N(CC)CC)C.O>[C:1]([C:3](=[C:5]1[C@:22]2([CH3:23])[C@H:8]([C@H:9]3[C@H:19]([CH2:20][CH2:21]2)[C@:17]2([CH3:18])[C:12](=[CH:13][C:14](=[O:24])[CH2:15][CH2:16]2)[CH2:11][CH2:10]3)[CH2:7][CH2:6]1)[CH3:4])#[N:2]. Procedure: The procedure of Ercoli and Ruggieri (Gazz. Chim. Ital. 84, 312, 1954, incorporated herein by reference) was followed to prepare 20-cyano-20-hydroxy-4-pregnene-3-one (I-25) from progesterone. Thus, the suspension of progesterone 1.2 g in acetone cyanohydrin 2.4 ml was stirred and warmed at 40° C. until all the progesterone was dissolved. Four drops of triethylamine was then added. After 2 h the precipitate was filtered and dried to give crude I-25 1.4 g; m.p. 188°-90° C. After recrystallization ... Reactants: C(#N)CC1COC2=C(O1)C=CC=C2 (2-cyanomethyl 1,4-benzodioxan), C(C)(=O)O (acetic acid), S(O)(O)(=O)=O (sulphuric acid). Solvent: O (water), O (water). The product is O1C(COC2=C1C=CC=C2)CC(=O)O ((1,4-benzodioxan-2yl)acetic acid). Reaction SMILES: C(C[CH:4]1[O:9][C:8]2[CH:10]=[CH:11][CH:12]=[CH:13][C:7]=2[O:6][CH2:5]1)#N.[C:14]([OH:17])(=[O:16])[CH3:15].S(=O)(=O)(O)O>O>[O:6]1[C:7]2[CH:13]=[CH:12][CH:11]=[CH:10][C:8]=2[O:9][CH2:4][CH:5]1[CH2:15][C:14]([OH:17])=[O:16]. Reported procedure: A mixture of 175 g 2-cyanomethyl 1,4-benzodioxan, 250 ml water, 250 ml acetic acid and 100 ml concentrated sulphuric acid are heated to reflux for 48 hours. The reaction mixture is then poured in 5000 ml water and the whole is kept under stirring. The thus found crystalls are filtered, washed with water and dried, giving rise to 172 g (1,4-benzodioxan-2yl)acetic acid melting at 95°. The reactants are CCOCC (ether), COC(N(C)C)OC (Dimethylformamide dimethyl acetal), NC1=NC=C(C(=N1)O)S(=O)(=O)NC(C)(C)C (2-amino-4-hydroxy-N-(1,1-dimethylethyl)-5-pyrimidinesulfonamide). Run in CN(C)C=O (DMF). Run at time 0.5 hour. Yields the product CN(C)C=NC1=NC=C(C(=N1)O)S(=O)(=O)NC(C)(C)C (2-[[(Dimethylamino)methylene]amino]-4-hydroxy-N-(1,1-dimethylethyl)-5-pyrimidinesulfonamide). The yield is 97.0%. RXN SMILES: CO[CH:3](OC)[N:4]([CH3:6])[CH3:5].[NH2:9][C:10]1[N:15]=[C:14]([OH:16])[C:13]([S:17]([NH:20][C:21]([CH3:24])([CH3:23])[CH3:22])(=[O:19])=[O:18])=[CH:12][N:11]=1.CCOCC>CN(C=O)C>[CH3:6][N:4]([CH:3]=[N:9][C:10]1[N:15]=[C:14]([OH:16])[C:13]([S:17]([NH:20][C:21]([CH3:24])([CH3:23])[CH3:22])(=[O:18])=[O:19])=[CH:12][N:11]=1)[CH3:5]. Procedure: Dimethylformamide dimethyl acetal (304 mL, 2.28M) was added to a suspension of 2-amino-4-hydroxy-N-(1,1-dimethylethyl)-5-pyrimidinesulfonamide (304 g, 1.23M) in DMF (3000 mL). Stirring was continued for 1/2 hour after precipitate formation and then the reaction slurry was concentrated in vacuo. Trituration of the resulting white solid with ether afforded the desired compound (362 g, yield 97%, m.p. 258°-261° C.). The compound was dried in vacuo at 40° C. for 16 hours. Starting materials: O=C([O-])[O-], CC(C)(C)[O-], COc1ccc(S(=O)(=O)Cl)c(OC)c1, Cc1ccsc1C1(O)C(=O)Nc2ccc(Cl)cc21, [K+], [K+], [K+], CN(C)C=O, O=S(=O)(Cl)Cl. Yields the product COc1ccc(S(=O)(=O)N2C(=O)C(O)(c3sccc3C)c3cc(Cl)ccc32)c(OC)c1. As a reaction SMILES: [C:44](=[O:45])([O-:46])[O-:47].[CH3:1][C:2]([CH3:3])([O-:4])[CH3:5].[CH3:25][O:26][c:27]1[c:28]([S:35](=[O:36])(=[O:37])[Cl:38])[cH:29][cH:30][c:31]([O:33][CH3:34])[cH:32]1.[Cl:7][c:8]1[cH:9][c:10]2[c:14]([cH:15][cH:16]1)[NH:13][C:12](=[O:17])[C:11]2([c:18]1[s:19][cH:20][cH:21][c:22]1[CH3:23])[OH:24].[K+:48].[K+:49].[K+:6].[O:50]=[CH:51][N:52]([CH3:53])[CH3:54].[S:39]([Cl:40])([Cl:41])(=[O:42])=[O:43]>>[Cl:7][c:8]1[cH:9][c:10]2[c:14]([cH:15][cH:16]1)[N:13]([S:35]([c:28]1[c:27]([O:26][CH3:25])[cH:32][c:31]([O:33][CH3:34])[cH:30][cH:29]1)(=[O:36])=[O:37])[C:12](=[O:17])[C:11]2([c:18]1[s:19][cH:20][cH:21][c:22]1[CH3:23])[OH:24]. The reactants are N[C@H]1CCC(N2N(C1=O)[C@@H](CCC2)C(=O)OC(C)(C)C)=O ((1S,9S)-tert-butyl 9-amino-6,10-dioxooctahydro-1H-pyridazino[1,2-a][1,2]diazepine-1-carboxylate), CN(C)C=O (DMF), C([O-])([O-])=O.[Na+].[Na+] (Sodium carbonate), C(OCC1=CC=CC=C1)(=O)Cl (benzyl carbonochloridate). Run in [Cl-].[Na+].O (brine), O (H2O). Run at temperature 0 celsius, time 6 hour. The product is C(C)(C)(C)OC(=O)[C@@H]1CCCN2N1C([C@H](CCC2=O)NC(=O)OCC2=CC=CC=C2)=O ((1S,9S)-tert-butyl-9-(benzyloxycarbonylamino)-6,10-dioxooctahydro-1H-pyridazino[1,2-a][1,2]diazepine-1-carboxylate). Isolated yield 99.4%. Reaction SMILES: [NH2:1][C@@H:2]1[C:8](=[O:9])[N:7]2[C@H:10]([C:14]([O:16][C:17]([CH3:20])([CH3:19])[CH3:18])=[O:15])[CH2:11][CH2:12][CH2:13][N:6]2[C:5](=[O:21])[CH2:4][CH2:3]1.CN(C=O)C.C(=O)([O-])[O-].[Na+].[Na+].[C:33](Cl)(=[O:42])[O:34][CH2:35][C:36]1[CH:41]=[CH:40][CH:39]=[CH:38][CH:37]=1>[Cl-].[Na+].O.O>[C:17]([O:16][C:14]([C@H:10]1[N:7]2[C:8](=[O:9])[C@@H:2]([NH:1][C:33]([O:34][CH2:35][C:36]3[CH:41]=[CH:40][CH:39]=[CH:38][CH:37]=3)=[O:42])[CH2:3][CH2:4][C:5](=[O:21])[N:6]2[CH2:13][CH2:12][CH2:11]1)=[O:15])([CH3:18])([CH3:20])[CH3:19] |f:2.3.4,6.7.8|. Procedure: In a 20 mL pear-shaped flask, (1S,9S)-tert-butyl 9-amino-6,10-dioxooctahydro-1H-pyridazino[1,2-a][1,2]diazepine-1-carboxylate (0.9 g, 3.03 mmol) was combined with DMF (8 ml) to give a colorless solution and cooled to 0° C. Sodium carbonate (385 mg, 3.63 mmol) and benzyl carbonochloridate (516 mg, 432 μl, 3.03 mmol) were added and stirred at room temperature for 6 hr. It was diluted with brine and H2O, extracted with EtOAc (2×60 ml). The combined organic layer was washed with brine and H2O, dried... Starting materials: CCCCCC, Cc1cc(OC(C)(C)C(=O)O)cc(C)c1C. Product: Cc1cc2c(c(C)c1C)C(=O)C(C)(C)O2. RXN SMILES: [CH3:17][CH2:18][CH2:19][CH2:20][CH2:21][CH3:22].[CH3:1][c:2]1[cH:3][c:4]([O:5][C:6]([C:7](=[O:8])[OH:9])([CH3:10])[CH3:11])[cH:12][c:13]([CH3:16])[c:14]1[CH3:15]>>[CH3:1][c:2]1[c:3]2[c:4]([cH:12][c:13]([CH3:16])[c:14]1[CH3:15])[O:5][C:6]([CH3:10])([CH3:11])[C:7]2=[O:9]. Reactants: CC=1C=C(C=C(C1[N+](=O)[O-])C)S(=O)(=O)CCCO (3-(3,5-Dimethyl-4-nitro-benzenesulfonyl)-propan-1-ol). The reagents and catalysts are [Pd] (Pd/C). Solvent: C(C)O (ethanol). Conditions: time 3 hour. The product is NC1=C(C=C(C=C1C)S(=O)(=O)CCCO)C (3-(4-Amino-3,5-dimethyl-benzenesulfonyl)-propan-1-ol). RXN SMILES: [CH3:1][C:2]1[CH:3]=[C:4]([S:12]([CH2:15][CH2:16][CH2:17][OH:18])(=[O:14])=[O:13])[CH:5]=[C:6]([CH3:11])[C:7]=1[N+:8]([O-])=O>C(O)C.[Pd]>[NH2:8][C:7]1[C:6]([CH3:11])=[CH:5][C:4]([S:12]([CH2:15][CH2:16][CH2:17][OH:18])(=[O:14])=[O:13])=[CH:3][C:2]=1[CH3:1]. Procedure: 3-(3,5-Dimethyl-4-nitro-benzenesulfonyl)-propan-1-ol is dissolved in 15 mL of ethanol, Pd/C(5%) (55 mg) is added and the reaction mixture is stirred under hydrogen atmosphere (3 bar) for 3 h. The reaction mixture is filtered on a celite pad, the solvent is concentrated under vacuum to give the title compound. Yield: 1 g. Starting materials: C(C1=CC=CC=C1)NCC1=C2C(=NC=C1)N(C(=C2)C2=CN(C1=CC(=C(C=C21)OC)OC)C)S(=O)(=O)C2=CC=C(C=C2)C (benzyl[2-(5,6-dimethoxy-1-methyl-1H-indol-3-yl)-1-(toluene-4-sulfonyl)-1H-pyrrolo[2,3-b]pyrid-4-ylmethyl]amine), [OH-].[K+] (potassium hydroxide). Yields the product C(C1=CC=CC=C1)NCC1=C2C(=NC=C1)NC(=C2)C2=CN(C1=CC(=C(C=C21)OC)OC)C (benzyl[2-(5,6-dimethoxy-1-methyl-1H-indol-3-yl)-1H-pyrrolo[2,3-b]pyrid-4-ylmethyl]amine). Yield: 73.9%. Reaction SMILES: [CH2:1]([NH:8][CH2:9][C:10]1[CH:15]=[CH:14][N:13]=[C:12]2[N:16](S(C3C=CC(C)=CC=3)(=O)=O)[C:17]([C:19]3[C:27]4[C:22](=[CH:23][C:24]([O:30][CH3:31])=[C:25]([O:28][CH3:29])[CH:26]=4)[N:21]([CH3:32])[CH:20]=3)=[CH:18][C:11]=12)[C:2]1[CH:7]=[CH:6][CH:5]=[CH:4][CH:3]=1.[OH-].[K+]>>[CH2:1]([NH:8][CH2:9][C:10]1[CH:15]=[CH:14][N:13]=[C:12]2[NH:16][C:17]([C:19]3[C:27]4[C:22](=[CH:23][C:24]([O:30][CH3:31])=[C:25]([O:28][CH3:29])[CH:26]=4)[N:21]([CH3:32])[CH:20]=3)=[CH:18][C:11]=12)[C:2]1[CH:7]=[CH:6][CH:5]=[CH:4][CH:3]=1 |f:1.2|. Procedure details: Benzyl[2-(5,6-dimethoxy-1-methyl-1H-indol-3-yl)-1H-pyrrolo[2,3-b]pyrid-4-ylmethyl]amine is prepared as described in Example 179a starting with 0.070 g of benzyl[2-(5,6-dimethoxy-1-methyl-1H-indol-3-yl)-1-(toluene-4-sulfonyl)-1H-pyrrolo[2,3-b]pyrid-4-ylmethyl]amine instead of the [2-(5,6-dimethoxy-1-methyl-1H-indol-3-yl)-1-(toluene-4-sulfonyl)-1H-pyrrolo[2,3-b]-pyrid-4-ylmethyl](4-trifluoromethylsulfanylbenzyl)amine used in Example 179a and 0.54 cm3 of 5N potassium hydroxide. 0.038 g of benzyl[2-...